This data is from the Open Reaction Database (ORD), a public repository of structured organic reaction records. The task is: describe an organic reaction: reactants, conditions, products, and yield Reactants: C(C)C=1C(NC2=C(C=C(C(=C2C1)O)CC(=C)C)C)=O (3-ethyl-6-(2-methyl-2-propenyl)-5-hydroxy-8-methylcarbostyril), BrN1C(CCC1=O)=O (N-bromosuccinimide). Reaction SMILES: [CH2:1]([C:3]1[C:4](=[O:19])[NH:5][C:6]2[C:11]([CH:12]=1)=[C:10]([OH:13])[C:9]([CH2:14][C:15]([CH3:17])=[CH2:16])=[CH:8][C:7]=2[CH3:18])[CH3:2].[Br:20]N1C(=O)CCC1=O>C(Cl)(Cl)Cl.CCCCCC>[Br:20][CH2:16][C:15]1([CH3:17])[O:13][C:10]2=[C:11]3[C:6](=[C:7]([CH3:18])[CH:8]=[C:9]2[CH2:14]1)[NH:5][C:4](=[O:19])[C:3]([CH2:1][CH3:2])=[CH:12]3 |f:2.3|. The yield is 99.1%. The product is BrCC1(CC=2C(=C3C=C(C(NC3=C(C2)C)=O)CC)O1)C (2-Bromomethyl-8-ethyl-2,5-dimethyl-2,3,6,7-tetrahydrofuro[2,3-f]quinoline-7-one). The solvent is C(Cl)(Cl)Cl.CCCCCC (chloroform n-hexane). Reported procedure: Using 3-ethyl-6-(2-methyl-2-propenyl)-5-hydroxy-8-methylcarbostyril (710 mg, 2.76 mmol) and N-bromosuccinimide (516 mg, 2.90 mmol), the procedure of Example 227 was followed (reaction, post-treatment, and recrystallization from chloroform-n-hexane) to obtain 920 mg of the title compound as pale yellow crystals (99.2%). As a reaction SMILES: [CH2:1]([O:8][N:9]1[C:15](=[O:16])[N:14]2[CH2:17][C@H:10]1[CH2:11][CH2:12][C@H:13]2[C:18]([OH:20])=O)[C:2]1[CH:7]=[CH:6][CH:5]=[CH:4][CH:3]=1.[NH2:21][O:22][CH2:23][CH:24]1[CH2:30][N:29]([C:31]([O:33][C:34]([CH3:37])([CH3:36])[CH3:35])=[O:32])[CH2:28][CH2:27][CH2:26][O:25]1.ON1C2C=CC=CC=2N=N1.Cl.C(N=C=NCCCN(C)C)C>C(Cl)Cl>[CH2:1]([O:8][N:9]1[C:15](=[O:16])[N:14]2[CH2:17][C@H:10]1[CH2:11][CH2:12][C@H:13]2[C:18]([NH:21][O:22][CH2:23][CH:24]1[CH2:30][N:29]([C:31]([O:33][C:34]([CH3:37])([CH3:36])[CH3:35])=[O:32])[CH2:28][CH2:27][CH2:26][O:25]1)=[O:20])[C:2]1[CH:3]=[CH:4][CH:5]=[CH:6][CH:7]=1 |f:3.4|. Conditions: time 8 hour. Yield: 79.3%. Starting materials: C(C1=CC=CC=C1)ON1[C@@H]2CC[C@H](N(C1=O)C2)C(=O)O ((2S,5R)-6-(benzyloxy)-7-oxo-1,6-diazabicyclo[3.2.1]octane-2-carboxylic acid), NOCC1OCCCN(C1)C(=O)OC(C)(C)C (tert-butyl 2-[(aminooxy)methyl]-1,4-oxazepane-4-carboxylate), ON1N=NC2=C1C=CC=C2 (1-hydroxybenzotriazole), Cl.C(C)N=C=NCCCN(C)C (1-ethyl-(3-dimethylaminopropyl)carbodiimide hydrochloride). Procedure: To a solution of (2S,5R)-6-(benzyloxy)-7-oxo-1,6-diazabicyclo[3.2.1]octane-2-carboxylic acid 1 (0.22 g, 0.80 mmol) in dry DCM (20 mL) were added tert-butyl 2-[(aminooxy)methyl]-1,4-oxazepane-4-carboxylate 131 (0.23 g, 0.93 mmol, US 2010/0168080 and J. Med. Chem. 2008, 51, 4601-4608), 1-hydroxybenzotriazole (0.15 g, 1.12 mmol) and 1-ethyl-(3-dimethylaminopropyl)carbodiimide hydrochloride (0.21 g, 1.12 mmol) at room temperature. The reaction mixture was stirred at room temperature overnight and co... Solvent: C(Cl)Cl (DCM). Yields the product C(C1=CC=CC=C1)ON1[C@@H]2CC[C@H](N(C1=O)C2)C(=O)NOCC2OCCCN(C2)C(=O)OC(C)(C)C (tert-butyl 2-{[({[(2S,5R)-6-(benzyloxy)-7-oxo-1,6-diazabicyclo[3.2.1]oct-2-yl]carbonyl}amino)oxy]methyl}-1,4-oxazepane-4-carboxylate). Reported procedure: The reaction mixture containing 100 ml of cell free extract of UV-10, FERM BP-1267 (total enzyme activity, 115 units), as prepared by the manner as described in steps (1) to (2) of Example 1, 50 ml of 0.5M potassium phosphate buffer (pH 7.0), 50 ml of 10% L-sorbosone solution and 300 ml of water was incubated at 30° C. with gentle shaking. As a result, 2-keto-L-gulonic acid was formed with the rate of 700 mg/hr. The product is C([C@@H]([C@H]([C@@H](C(=O)C(=O)O)O)O)O)O (2-keto-L-gulonic acid). RXN SMILES: [CH2:1]([OH:12])[C@H:2]([OH:11])[C@@H:3]([OH:10])[C@H:4]([OH:9])[C:5]([CH:7]=[O:8])=[O:6].P([O-])([O-])([O-])=[O:14].[K+].[K+].[K+]>O>[CH2:1]([OH:12])[C@H:2]([OH:11])[C@@H:3]([OH:10])[C@H:4]([OH:9])[C:5]([C:7]([OH:14])=[O:8])=[O:6] |f:1.2.3.4|. Reactants: C([C@@H]([C@H]([C@@H](C(=O)C=O)O)O)O)O (L-sorbosone), P(=O)([O-])([O-])[O-].[K+].[K+].[K+] (potassium phosphate), C([C@@H]([C@H]([C@@H](C(=O)C=O)O)O)O)O (L-sorbosone). Solvent: O (water). Starting materials: BrCC1CC1, O=C([O-])[O-], CC1=C(C#N)C(c2ccc(C#N)cc2)n2nc(NC(=O)OCc3ccccc3)nc2N1c1cccc(C(F)(F)F)c1, [K+], [K+], CN(C)C=O, C1COCCOCCOCCOCCOCCO1. Yields the product CC1=C(C#N)C(c2ccc(C#N)cc2)n2nc(N(CC3CC3)C(=O)OCc3ccccc3)nc2N1c1cccc(C(F)(F)F)c1. As a reaction SMILES: [Br:25][CH2:26][CH:27]1[CH2:28][CH2:29]1.[C:1](=[O:2])([O-:3])[O-:4].[C:30](#[N:31])[C:32]1=[C:33]([CH3:70])[N:34]([c:60]2[cH:61][c:62]([C:66]([F:67])([F:68])[F:69])[cH:63][cH:64][cH:65]2)[c:35]2[n:36]([n:46][c:47]([NH:49][C:50]([O:51][CH2:52][c:53]3[cH:54][cH:55][cH:56][cH:57][cH:58]3)=[O:59])[n:48]2)[CH:37]1[c:38]1[cH:39][cH:40][c:41]([C:44]#[N:45])[cH:42][cH:43]1.[K+:5].[K+:6].[O:71]=[CH:72][N:73]([CH3:74])[CH3:75].[O:7]1[CH2:8][CH2:9][O:10][CH2:11][CH2:12][O:13][CH2:14][CH2:15][O:16][CH2:17][CH2:18][O:19][CH2:20][CH2:21][O:22][CH2:23][CH2:24]1>>[CH2:26]([CH:27]1[CH2:28][CH2:29]1)[N:49]([c:47]1[n:46][n:36]2[c:35]([n:48]1)[N:34]([c:60]1[cH:61][c:62]([C:66]([F:67])([F:68])[F:69])[cH:63][cH:64][cH:65]1)[C:33]([CH3:70])=[C:32]([C:30]#[N:31])[CH:37]2[c:38]1[cH:39][cH:40][c:41]([C:44]#[N:45])[cH:42][cH:43]1)[C:50]([O:51][CH2:52][c:53]1[cH:54][cH:55][cH:56][cH:57][cH:58]1)=[O:59]. The reactants are [H-].[Na+] (NaH), [N+](=O)([O-])C1=C2C=CNC2=CC=C1 (4-nitroindole), ClCCOS(=O)(=O)C1=CC=C(C=C1)C (2-chloroethyl-p-toluenesulfonate). Solvent: O1CCCC1 (tetrahydrofuran), O1CCCC1 (tetrahydrofuran). Yields the product ClCCN1C=CC2=C(C=CC=C12)[N+](=O)[O-] (1-(2-chloroethyl)-4-nitroindole). Yield: 31.6%. As a reaction SMILES: [H-].[Na+].[N+:3]([C:6]1[CH:14]=[CH:13][CH:12]=[C:11]2[C:7]=1[CH:8]=[CH:9][NH:10]2)([O-:5])=[O:4].[Cl:15][CH2:16][CH2:17]OS(C1C=CC(C)=CC=1)(=O)=O>O1CCCC1>[Cl:15][CH2:16][CH2:17][N:10]1[C:11]2[C:7](=[C:6]([N+:3]([O-:5])=[O:4])[CH:14]=[CH:13][CH:12]=2)[CH:8]=[CH:9]1 |f:0.1|. Reported procedure: Into a flask of 500 ml capacity fitted with a stirrer and cooling tube, there were introduced 7.2 g (corresponding to 0.21 mol) of an NaH oil dispersion, and 50 ml of tetrahydrofuran. The mixture was stirred on an ice-water bath. To this mixture was added, dropwise, little by little, a solution of 34.02 g of 4-nitroindole (0.21 mol) dissolved in 100 ml of tetrahydrofuran. After completion of the dropwise addition, the ice-water bath was removed and the mixture was stirred for one hour at room te...